This data is from the Open Reaction Database (ORD), a public repository of structured organic reaction records. The task is: describe an organic reaction: reactants, conditions, products, and yield Reactants: ClC1=C(C=O)C(=CC(=C1)OCC1=CC=CC=C1)Cl (2,6-dichloro-4-benzyloxy-benzaldehyde), [BH4-].[Na+] (sodium borohydride), [Cl-].[NH4+] (ammonium chloride). Solvent: C(C)O (ethanol). Conditions: time 2 hour. Yields the product ClC1=C(C(=CC(=C1)OCC1=CC=CC=C1)Cl)CO ((2,6-dichloro-4-benzyloxy-phenyl)-methanol). The yield is 100.2%. Reaction SMILES: [Cl:1][C:2]1[CH:9]=[C:8]([O:10][CH2:11][C:12]2[CH:17]=[CH:16][CH:15]=[CH:14][CH:13]=2)[CH:7]=[C:6]([Cl:18])[C:3]=1[CH:4]=[O:5].[BH4-].[Na+].[Cl-].[NH4+]>C(O)C>[Cl:1][C:2]1[CH:9]=[C:8]([O:10][CH2:11][C:12]2[CH:17]=[CH:16][CH:15]=[CH:14][CH:13]=2)[CH:7]=[C:6]([Cl:18])[C:3]=1[CH2:4][OH:5] |f:1.2,3.4|. Procedure details: Treat a 0° C. mixture of 2,6-dichloro-4-benzyloxy-benzaldehyde (245 g, 0.871 mol) in ethanol (3 L) with sodium borohydride (32.97 g, 0.897 mol). Warm the reaction to room temperature and stir for 2 hours. Add the reaction mixture to saturated ammonium chloride (8 L). Extract the mixture with CH2Cl2 and dry the organic layer with Na2SO4. Remove the solvent in vacuo to afford 247 g (100%) of the titled product. 1H NMR (400 MHz, DMSO-d6) δ 7.38 (m, 4H), 7.33 (m, 1H), 7.12 (s, 2H), 5.14 (s, 2H), 5.0... The reactants are C(C)C1=NN(C2=CC=CC(=C12)NC(=O)C=1N=C2N(C=CC=C2)C1)CC1=NC(=CC=C1)O (N-(3-ethyl-1-((6-hydroxypyridin-2-yl)methyl)-1H-indazol-4-yl)imidazo[1,2-a]pyridine-carboxamide), C(=O)([O-])[O-].[K+].[K+] (K2CO3), IC (iodomethane). Solvent: CN(C)C=O (DMF). Conditions: time 1 hour. Product: C(C)C1=NN(C2=CC=CC(=C12)NC(=O)C1=CN=C2N1C=CC=C2)CC=2N(C(C=CC2)=O)C (N-(3-ethyl-1-((1-methyl-6-oxo-1,6-dihydropyridin-2-yl)methyl)-1H-indazol-4-yl)imidazo[1,2-a]pyridine-3-carboxamide). Isolated yield 26.1%. Reaction SMILES: [CH2:1]([C:3]1[C:11]2[C:6](=[CH:7][CH:8]=[CH:9][C:10]=2[NH:12][C:13]([C:15]2[N:16]=[C:17]3[CH:22]=[CH:21][CH:20]=[CH:19][N:18]3[CH:23]=2)=[O:14])[N:5]([CH2:24][C:25]2[CH:30]=[CH:29][CH:28]=[C:27]([OH:31])[N:26]=2)[N:4]=1)[CH3:2].[C:32]([O-])([O-])=O.[K+].[K+].IC>CN(C=O)C>[CH2:1]([C:3]1[C:11]2[C:6](=[CH:7][CH:8]=[CH:9][C:10]=2[NH:12][C:13]([C:15]2[N:16]3[CH:19]=[CH:20][CH:21]=[CH:22][C:17]3=[N:18][CH:23]=2)=[O:14])[N:5]([CH2:24][C:25]2[N:26]([CH3:32])[C:27](=[O:31])[CH:28]=[CH:29][CH:30]=2)[N:4]=1)[CH3:2] |f:1.2.3|. Procedure: To N-(3-ethyl-1-((6-hydroxypyridin-2-yl)methyl)-1H-indazol-4-yl)imidazo[1,2-a]pyridine-carboxamide (11 mg, 0.027 mmol; prepared as in Example 17, Step A) in DMF (2 mL) was added K2CO3 (7.4 mg, 0.053 mmol) and iodomethane (19 mg, 0.13 mmol). The reaction mixture was stirred for one hour and concentrated under reduced pressure to remove DMF. Silica gel chromatography (DCM/MeOH 10:1) provided the desired product (3 mg). MS (ES+APCI) m/z=427 (M+H).